Dataset: the Open Reaction Database (ORD), a public repository of structured organic reaction records. Task: describe an organic reaction: reactants, conditions, products, and yield Procedure details: After dissolving 8.0 g of 3,3,4-trimethyl-4-chloro-2-pentanone in 30 ml of dichloromethane, two drops of dicyclohexylamine were added, and then 10.0 g of sulfuryl chloride was added dropwise at 0° C. After addition, the reaction solution was stirred at 20° C for 24 hours, poured into ice water and extracted with dichloromethane. The dichloromethane layer was washed with water, dried over magnesium sulfate and concentrated. The residue obtained was column-chromatographed on silica gel to obtain 6... Starting materials: CC(C(C)=O)(C(C)(Cl)C)C (3,3,4-trimethyl-4-chloro-2-pentanone), ice water, S(=O)(=O)(Cl)Cl (sulfuryl chloride). Solvent: ClCCl (dichloromethane). Run at temperature 20 celsius, time 24 hour. The product is ClCC(C(C(C)(C)Cl)(C)C)=O (1,4-dichloro-3,3,4-trimethyl-2-pentanone). Isolated yield 62.9%. Reagents/catalysts: C1(CCCCC1)NC1CCCCC1 (dicyclohexylamine). RXN SMILES: [CH3:1][C:2]([CH3:10])([C:6]([CH3:9])([Cl:8])[CH3:7])[C:3](=[O:5])[CH3:4].S(Cl)([Cl:14])(=O)=O>ClCCl.C1(NC2CCCCC2)CCCCC1>[Cl:14][CH2:4][C:3](=[O:5])[C:2]([CH3:10])([CH3:1])[C:6]([Cl:8])([CH3:9])[CH3:7]. Isolated yield 73.2%. Run at time 1 hour. Reaction SMILES: [F:1][C:2]1[CH:7]=[CH:6][C:5]([C:8]2[C:16]3[C:11](=[CH:12][CH:13]=[CH:14][CH:15]=3)[N:10]([CH:17]([CH3:19])[CH3:18])[C:9]=2[CH:20]=O)=[CH:4][CH:3]=1.[C:22]([CH:26]=P(C1C=CC=CC=1)(C1C=CC=CC=1)C1C=CC=CC=1)([O:24][CH3:25])=[O:23]>CO>[CH3:25][O:24][C:22](=[O:23])/[CH:26]=[CH:20]/[C:9]1[N:10]([CH:17]([CH3:18])[CH3:19])[C:11]2[C:16]([C:8]=1[C:5]1[CH:4]=[CH:3][C:2]([F:1])=[CH:7][CH:6]=1)=[CH:15][CH:14]=[CH:13][CH:12]=2. The product is COC(\C=C\C=1N(C2=CC=CC=C2C1C1=CC=C(C=C1)F)C(C)C)=O ((E)-3-[3-(4-fluorophenyl)-1-(1-methylethyl)-1H-indol-2-yl]-2-propenoic acid methyl ester). Reactants: FC1=CC=C(C=C1)C1=C(N(C2=CC=CC=C12)C(C)C)C=O (3-(4-fluorophenyl)- 1-(1-methylethyl)-1H-indole-2-carboxaldehyde), C(=O)(OC)C=P(C1=CC=CC=C1)(C1=CC=CC=C1)C1=CC=CC=C1 ((carbomethoxymethylene)triphenylphosphorane). The solvent is CO (methanol). Reported procedure: As in Example 226, the impure 3-(4-fluorophenyl)- 1-(1-methylethyl)-1H-indole-2-carboxaldehyde (5.56 g) from the previous example was reacted in methanol (75 mL) with (carbomethoxymethylene)triphenylphosphorane (6.2 g) was stirred at room temperature for 1 hour. The pale yellow solids that formed were filtered and washed with cold methanol to furnish 4.58 g of (E)-3-[3-(4-fluorophenyl)-1-(1-methylethyl)-1H-indol-2-yl]-2-propenoic acid methyl ester. A sample was crystallized from dichloromethane-... Reactants: C(CCC)N (butylamine), C(CCC)N (butylamine), S1SC(CC1)CCCCCN1C(C2=CC=CC=C2C1=O)=O (2-[5-(1,2-dithiolan-3-yl)pentyl]isoindole-1,3-dione), C1(=CC=CC=C1)C (toluene). The solvent is CO (methanol). Run at time 3 hour. Product: S1SC(CC1)CCCCCNC(C)=O (N-[5-(1,2-Dithiolan-3-yl)pentyl]acetamide). Yield: 53.1%. As a reaction SMILES: C(N)CCC.[S:6]1[CH2:10][CH2:9][CH:8]([CH2:11][CH2:12][CH2:13][CH2:14][CH2:15][N:16]2C(=O)C3[C:18](=CC=CC=3)[C:17]2=[O:26])[S:7]1.C1(C)C=CC=CC=1>CO>[S:6]1[CH2:10][CH2:9][CH:8]([CH2:11][CH2:12][CH2:13][CH2:14][CH2:15][NH:16][C:17](=[O:26])[CH3:18])[S:7]1. Procedure details: 1 ml of butylamine was added to a mixture of 1.3 mmol of 2-[5-(1,2-dithiolan-3-yl)pentyl]isoindole-1,3-dione, 9 ml of toluene and 2 ml of methanol. The resulting mixture was stirred at room temperature for 3 hours, after which the reaction mixture was allowed to stand at room temperature for 2 days. 1 ml of butylamine was then added to the reaction mixture. The resulting mixture was stirred at room temperature for 3 hours. The solvent was then removed from the reaction mixture by distillation un...